This data is from the Open Reaction Database (ORD), a public repository of structured organic reaction records. The task is: describe an organic reaction: reactants, conditions, products, and yield Yields the product COc1c(C)c2c(c(OCC[Si](C)(C)C)c1CC=C(C)COP(=O)(O)O)C(=O)OC2. The reactants are COc1c(C)c2c(c(OCC[Si](C)(C)C)c1CC=C(C)COP(O)O)C(=O)OC2, CCN(C(C)C)C(C)C, C1COCCO1, O. As a reaction SMILES: [CH3:1][O:2][c:3]1[c:4]([CH2:21][CH:22]=[C:23]([CH2:24][O:25][P:26]([OH:27])[OH:28])[CH3:29])[c:5]([O:14][CH2:15][CH2:16][Si:17]([CH3:18])([CH3:19])[CH3:20])[c:6]2[c:10]([c:11]1[CH3:12])[CH2:9][O:8][C:7]2=[O:13].[CH:30]([N:31]([CH2:32][CH3:33])[CH:34]([CH3:35])[CH3:36])([CH3:37])[CH3:38].[O:40]1[CH2:41][CH2:42][O:43][CH2:44][CH2:45]1.[OH2:39]>>[CH3:1][O:2][c:3]1[c:4]([CH2:21][CH:22]=[C:23]([CH2:24][O:25][P:26]([OH:27])([OH:28])=[O:39])[CH3:29])[c:5]([O:14][CH2:15][CH2:16][Si:17]([CH3:18])([CH3:19])[CH3:20])[c:6]2[c:10]([c:11]1[CH3:12])[CH2:9][O:8][C:7]2=[O:13].